The task is: describe an organic reaction: reactants, conditions, products, and yield. This data is from the Open Reaction Database (ORD), a public repository of structured organic reaction records. Starting materials: BrC(Br)(Br)Br, ClCCl, CC(=O)Nc1nc(CCc2ccc(CO)cc2)cs1, c1ccc(P(c2ccccc2)c2ccccc2)cc1. Yields the product CC(=O)Nc1nc(CCc2ccc(CBr)cc2)cs1. Reaction SMILES: [C:20]([Br:21])([Br:22])([Br:23])[Br:24].[Cl:44][CH2:45][Cl:46].[OH:1][CH2:2][c:3]1[cH:4][cH:5][c:6]([CH2:9][CH2:10][c:11]2[n:12][c:13]([NH:16][C:17]([CH3:18])=[O:19])[s:14][cH:15]2)[cH:7][cH:8]1.[c:25]1([P:26]([c:27]2[cH:28][cH:29][cH:30][cH:31][cH:32]2)[c:33]2[cH:34][cH:35][cH:36][cH:37][cH:38]2)[cH:39][cH:40][cH:41][cH:42][cH:43]1>>[CH2:2]([c:3]1[cH:4][cH:5][c:6]([CH2:9][CH2:10][c:11]2[n:12][c:13]([NH:16][C:17]([CH3:18])=[O:19])[s:14][cH:15]2)[cH:7][cH:8]1)[Br:21]. Starting materials: C(#N)C1=CC=C(C(=O)NC=2SC(=C(N2)C)C(=O)OCC)C=C1 (Ethyl 2-(4-cyanobenzoylamino)-4-methylthiazole-5-carboxylate), [H-].[Na+] (sodium hydride), CI (methyl iodide). The solvent is CN(C=O)C (DMF), CN(C=O)C (N,N-dimethylformamide), CN(C=O)C (DMF), Cl (hydrochloric acid). Yields the product C(#N)C1=CC=C(C(=O)N=C2SC(=C(N2C)C)C(=O)OCC)C=C1 (ethyl 2-(4-cyanobenzoylimino)-3,4-dimethylthiazoline-5-carboxylate). As a reaction SMILES: [C:1]([C:3]1[CH:22]=[CH:21][C:6]([C:7]([NH:9][C:10]2[S:11][C:12]([C:16]([O:18][CH2:19][CH3:20])=[O:17])=[C:13]([CH3:15])[N:14]=2)=[O:8])=[CH:5][CH:4]=1)#[N:2].[H-].[Na+].[CH3:25]I>CN(C)C=O.Cl>[C:1]([C:3]1[CH:22]=[CH:21][C:6]([C:7]([N:9]=[C:10]2[N:14]([CH3:25])[C:13]([CH3:15])=[C:12]([C:16]([O:18][CH2:19][CH3:20])=[O:17])[S:11]2)=[O:8])=[CH:5][CH:4]=1)#[N:2] |f:1.2|. Procedure: Ethyl 2-(4-cyanobenzoylamino)-4-methylthiazole-5-carboxylate (22.07 g) was added to a suspension of 60% oily sodium hydride (3.08 g) in N,N-dimethylformamide (hereinafter referred to as DMF) (300 ml) under ice-cooling, followed by stirring at room temperature for an hour. A solution of methyl iodide (4.8 ml) in DMF (50 ml) was added dropwise to the reaction mixture, followed by further stirring at room temperature for an hour. The reaction mixture was taken up in 3% hydrochloric acid, and the pr... RXN SMILES: [CH2:54]([Cl:55])[Cl:56].[N:38]12[CH2:39][CH2:40][CH2:41][CH2:42][CH:43]1[CH:44]=[N:45][CH2:46][CH2:47][CH2:48]2.[O-:49][P:50](=[O:51])([O-:52])[O-:53].[O:1]([c:2]1[cH:3][cH:4][cH:5][cH:6][cH:7]1)[CH2:8][C:9](=[O:10])[NH:11][CH:12]1[CH:13]2[S:14][CH2:15][N:16]([S:31]([C:32]([F:33])([F:34])[F:35])(=[O:36])=[O:37])[CH:17]([C:21](=[O:22])[O:23][CH2:24][c:25]3[cH:26][cH:27][cH:28][cH:29][cH:30]3)[N:18]2[C:19]1=[O:20]>>[O:1]([c:2]1[cH:3][cH:4][cH:5][cH:6][cH:7]1)[CH2:8][C:9](=[O:10])[NH:11][CH:12]1[CH:13]2[S:14][CH2:15][N:16]=[C:17]([C:21](=[O:22])[O:23][CH2:24][c:25]3[cH:26][cH:27][cH:28][cH:29][cH:30]3)[N:18]2[C:19]1=[O:20]. Reactants: ClCCl, C1=NCCCN2CCCCC12, O=P([O-])([O-])[O-], O=C(COc1ccccc1)NC1C(=O)N2C1SCN(S(=O)(=O)C(F)(F)F)C2C(=O)OCc1ccccc1. Product: O=C(COc1ccccc1)NC1C(=O)N2C(C(=O)OCc3ccccc3)=NCSC12. Reactants: CC(CC)(C)C1=CC=C(C=C1)O (4-(1,1-dimethylpropyl)phenol), BrC1=C(C=C(C=C1)C(F)(F)F)[N+](=O)[O-] (4-bromo-3-nitrobenzotrifluoride), cuprous oxide, CN(C=O)C (dimethylformamide). Reaction conditions: temperature 150 celsius. Yields the product [N+](=O)([O-])C1=C(OC2=CC=CC(=C2)C(CC)(C)C)C=CC(=C1)C(F)(F)F (2-(2-nitro-4-trifluoromethylphenoxy)-4-(1,1-dimethylpropyl)benzene). RXN SMILES: [CH3:1][C:2]([C:6]1[CH:11]=[CH:10][C:9](O)=[CH:8][CH:7]=1)([CH3:5])[CH2:3][CH3:4].Br[C:14]1[CH:19]=[CH:18][C:17]([C:20]([F:23])([F:22])[F:21])=[CH:16][C:15]=1[N+:24]([O-:26])=[O:25].CN(C)C=[O:30]>>[N+:24]([C:15]1[CH:16]=[C:17]([C:20]([F:23])([F:22])[F:21])[CH:18]=[CH:19][C:14]=1[O:30][C:10]1[CH:11]=[C:6]([C:2]([CH3:5])([CH3:1])[CH2:3][CH3:4])[CH:7]=[CH:8][CH:9]=1)([O-:26])=[O:25]. Procedure details: A mixture of 4-(1,1-dimethylpropyl)phenol (821 mg, 0.005 mol), 4-bromo-3-nitrobenzotrifluoride (1.35g, 0.005 mol) potassium carbonate (1.38g, 0.010 mol) and cuprous oxide (143 mg, 0.001 mol) in dimethylformamide (25 ml) was stirred under argon at 150° C. for sixteen hours. The solvent was evaporated and the residue partitioned between ethyl acetate and water, the layers separated, dried over MgSO4 and evaporated. The crude product flash chromatographed (silica gel, ethyl acetate/hexane) to give ... Reactants: NC1=CC=C(C=C1)C(=O)NCCC(=O)OCC (ethyl 3-{[(4-aminophenyl)carbonyl]amino}propanoate), [I-].[Na+] (sodium iodide), ClC(C=1OC2=C(C1)C=C(C=C2)OC)C2CCCCC2 (2-[chloro(cyclohexyl)methyl]-5-methoxy-1-benzofuran), C([O-])([O-])=O.[Na+].[Na+] (sodium carbonate), Cl (Hydrochloric acid), [OH-].[Na+] (sodium hydroxide). The solvent is CN(C(C)=O)C (N,N-dimethylacetamide), C(C)O (ethanol), O1CCCC1 (tetrahydrofuran). Reaction conditions: temperature 80 celsius, time 8 hour. The product is C1(CCCCC1)C(C=1OC2=C(C1)C=C(C=C2)OC)NC2=CC=C(C=C2)C(=O)NCCC(=O)O (3-{[(4-{[cyclohexyl(5-methoxy-1-benzofuran-2-yl)methyl]amino}phenyl)carbonyl]amino}propanoic acid). The yield is 16.5%. As a reaction SMILES: Cl[CH:2]([CH:14]1[CH2:19][CH2:18][CH2:17][CH2:16][CH2:15]1)[C:3]1[O:4][C:5]2[CH:11]=[CH:10][C:9]([O:12][CH3:13])=[CH:8][C:6]=2[CH:7]=1.[NH2:20][C:21]1[CH:26]=[CH:25][C:24]([C:27]([NH:29][CH2:30][CH2:31][C:32]([O:34]CC)=[O:33])=[O:28])=[CH:23][CH:22]=1.[I-].[Na+].C(=O)([O-])[O-].[Na+].[Na+].Cl.[OH-].[Na+]>C(O)C.O1CCCC1.CN(C)C(=O)C>[CH:14]1([CH:2]([NH:20][C:21]2[CH:22]=[CH:23][C:24]([C:27]([NH:29][CH2:30][CH2:31][C:32]([OH:34])=[O:33])=[O:28])=[CH:25][CH:26]=2)[C:3]2[O:4][C:5]3[CH:11]=[CH:10][C:9]([O:12][CH3:13])=[CH:8][C:6]=3[CH:7]=2)[CH2:19][CH2:18][CH2:17][CH2:16][CH2:15]1 |f:2.3,4.5.6,8.9|. Procedure: To a mixture of 2-[chloro(cyclohexyl)methyl]-5-methoxy-1-benzofuran (360 mg) synthesized above, ethyl 3-{[(4-aminophenyl)carbonyl]amino}propanoate (305 mg) synthesized in Example 1(2), sodium iodide (291 mg) and N,N-dimethylacetamide (10 mL) was added sodium carbonate (206 mg), and the mixture was stirred at 80° C. overnight. 1N Hydrochloric acid was added to quench the reaction, and the mixture was extracted with ethyl acetate. The extract was washed with saturated brine, dried over magnesium s... Reactants: C1(=CC=CC=C1)COCC(COCC1=CC=CC=C1)OC(CCC1(OC2=C(C(C1)=O)C=CC(=C2CCC)OCCCOC2=CC=CC=1CCCCC21)CCC(=O)OC(COCC2=CC=CC=C2)COCC2=CC=CC=C2)=O (bis[2-(phenylmethoxy)-1-[(phenylmethoxy)methyl]ethyl]3,4-dihydro-4-oxo-8-propyl-7-[3-[(5,6,7,8-tetrahydro-1-naphthalenyl)oxy]propoxy]-2H-1-benzopyran-2,2-dipropanoate), [H][H] (hydrogen). The reagents and catalysts are [Pd] (palladium on carbon). The solvent is O1CCCC1 (tetrahydrofuran). Yields the product OCC(CO)OC(CCC1(OC2=C(C(C1)=O)C=CC(=C2CCC)OCCCOC2=CC=CC=1CCCCC21)CCC(=O)OC(CO)CO)=O (bis[2-hydroxy-1-(hydroxymethyl)ethyl]3,4-dihydro-4-oxo-8-propyl-7-[3-[(5,6,7,8-tetrahydro-1-naphthalenyl)oxy]propoxy]-2H-1-benzopyran-2,2-dipropanoate). The yield is 74.0%. RXN SMILES: C1(C[O:8][CH2:9][CH:10]([O:20][C:21](=[O:77])[CH2:22][CH2:23][C:24]2([CH2:53][CH2:54][C:55]([O:57][CH:58]([CH2:68][O:69]CC3C=CC=CC=3)[CH2:59][O:60]CC3C=CC=CC=3)=[O:56])[CH2:29][C:28](=[O:30])[C:27]3[CH:31]=[CH:32][C:33]([O:38][CH2:39][CH2:40][CH2:41][O:42][C:43]4[C:52]5[CH2:51][CH2:50][CH2:49][CH2:48][C:47]=5[CH:46]=[CH:45][CH:44]=4)=[C:34]([CH2:35][CH2:36][CH3:37])[C:26]=3[O:25]2)[CH2:11][O:12]CC2C=CC=CC=2)C=CC=CC=1.[H][H]>O1CCCC1.[Pd]>[OH:60][CH2:59][CH:58]([O:57][C:55](=[O:56])[CH2:54][CH2:53][C:24]1([CH2:23][CH2:22][C:21]([O:20][CH:10]([CH2:11][OH:12])[CH2:9][OH:8])=[O:77])[CH2:29][C:28](=[O:30])[C:27]2[CH:31]=[CH:32][C:33]([O:38][CH2:39][CH2:40][CH2:41][O:42][C:43]3[C:52]4[CH2:51][CH2:50][CH2:49][CH2:48][C:47]=4[CH:46]=[CH:45][CH:44]=3)=[C:34]([CH2:35][CH2:36][CH3:37])[C:26]=2[O:25]1)[CH2:68][OH:69]. Procedure details: The titled product of Example 46 (0.258 g, 0.246 mmol) was dissolved in 25 ml of tetrahydrofuran, and then hydrogenated at room temperature using hydrogen at atmospheric pressure and 10% palladium on carbon (Pd/C) as catalyst. The insolubles were removed by filtration, and the solvent removed under reduced pressure. The residue was chromatographed on silica gel column. Elution with 5% methanol/ethyl acetate afforded 125 mg of the title compound.